From a dataset of the Open Reaction Database (ORD), a public repository of structured organic reaction records. describe an organic reaction: reactants, conditions, products, and yield The reactants are CCCCC (n-pentane), C(C)(C)(C)[Li] (tert-butyl lithium), ClC1=CC=C(C=2N(C(=NC21)NC2=C(C=C(C=C2C)Cl)OC)C)C(=O)OC (methyl 4-chloro-2-[(4-chloro-2-methoxy-6-methylphenyl)amino]-1-methyl-1H-benzimidazole-7-carboxylate), C(C)OCC (diethyl ether). Solvent: O (water). Run at time 1 hour. The product is ClC1=CC=C(C=2N(C(=NC21)NC2=C(C=C(C=C2C)Cl)OC)C)C(C(C)(C)C)(C(C)(C)C)O (3-{4-Chloro-2-[(4-chloro-2-methoxy-6-methylphenyl)amino]-1-methyl-1H-benzimidazol-7-yl}-2,2,4,4-tetramethylpentan-3-ol). The yield is 5.0%. As a reaction SMILES: CC[CH2:3][CH2:4][CH3:5].[C:6]([Li])([CH3:9])([CH3:8])[CH3:7].[Cl:11][C:12]1[C:20]2[N:19]=[C:18]([NH:21][C:22]3[C:27]([CH3:28])=[CH:26][C:25]([Cl:29])=[CH:24][C:23]=3[O:30][CH3:31])[N:17]([CH3:32])[C:16]=2[C:15]([C:33]([O:35]C)=O)=[CH:14][CH:13]=1.[CH2:37](OCC)C>O>[Cl:11][C:12]1[C:20]2[N:19]=[C:18]([NH:21][C:22]3[C:27]([CH3:28])=[CH:26][C:25]([Cl:29])=[CH:24][C:23]=3[O:30][CH3:31])[N:17]([CH3:32])[C:16]=2[C:15]([C:33]([OH:35])([C:4]([CH3:3])([CH3:5])[CH3:37])[C:6]([CH3:9])([CH3:8])[CH3:7])=[CH:14][CH:13]=1. Procedure details: A n-pentane solution of tert-butyl lithium (1.46 M, 0.5 ml) was added to a solution of methyl 4-chloro-2-[(4-chloro-2-methoxy-6-methylphenyl)amino]-1-methyl-1H-benzimidazole-7-carboxylate (100 mg, 0.23 mmol) in diethyl ether (5 ml) at −78° C. and stirred for 1 h. The reaction mixture was diluted with water (5 mL), stirred at room temperature for 0.5 h and extracted with ethyl acetate. The organics was dried over magnesium sulfate, filtered, and concentrated in vacuo. The residue was purified by ... Starting materials: CCCCCCCCC=CCCCCCCCC(=O)Nc1nc(CC(=O)OCC)cs1, CCOC(C)=O, Cl, [Na+], C1CCOC1, [OH-]. Yields the product CCCCCCCCC=CCCCCCCCC(=O)Nc1nc(CC(=O)O)cs1. As a reaction SMILES: [CH2:1]([CH3:2])[O:3][C:4]([CH2:5][c:6]1[n:7][c:8]([NH:11][C:12]([CH2:13][CH2:14][CH2:15][CH2:16][CH2:17][CH2:18][CH2:19][CH:20]=[CH:21][CH2:22][CH2:23][CH2:24][CH2:25][CH2:26][CH2:27][CH2:28][CH3:29])=[O:30])[s:9][cH:10]1)=[O:31].[CH3:40][CH2:41][O:42][C:43](=[O:44])[CH3:45].[ClH:39].[Na+:33].[O:34]1[CH2:35][CH2:36][CH2:37][CH2:38]1.[OH-:32]>>[O:3]=[C:4]([CH2:5][c:6]1[n:7][c:8]([NH:11][C:12]([CH2:13][CH2:14][CH2:15][CH2:16][CH2:17][CH2:18][CH2:19][CH:20]=[CH:21][CH2:22][CH2:23][CH2:24][CH2:25][CH2:26][CH2:27][CH2:28][CH3:29])=[O:30])[s:9][cH:10]1)[OH:31]. Product: COC(=O)c1ccc(C#N)c(Cl)n1. As a reaction SMILES: [CH3:19][N:20]([CH3:21])[CH:22]=[O:23].[CH3:1][O:2][C:3](=[O:4])[c:5]1[n:6][c:7]([OH:13])[c:8]([C:11]#[N:12])[cH:9][cH:10]1.[P:14]([Cl:15])([Cl:16])([Cl:17])=[O:18]>>[CH3:1][O:2][C:3](=[O:4])[c:5]1[n:6][c:7]([Cl:16])[c:8]([C:11]#[N:12])[cH:9][cH:10]1. The reactants are CN(C)C=O, COC(=O)c1ccc(C#N)c(O)n1, O=P(Cl)(Cl)Cl. Starting materials: Cc1nnc(-c2ccc3occ(Br)c3c2)o1, [C-]#N, [C-]#N, CN(C)C=O, CCOC(C)=O, [Zn+2], c1ccc(P(c2ccccc2)(c2ccccc2)[Pd](P(c2ccccc2)(c2ccccc2)c2ccccc2)(P(c2ccccc2)(c2ccccc2)c2ccccc2)P(c2ccccc2)(c2ccccc2)c2ccccc2)cc1. Yields the product Cc1nnc(-c2ccc3occ(C#N)c3c2)o1. As a reaction SMILES: [Br:1][c:2]1[cH:3][o:4][c:5]2[c:6]1[cH:7][c:8](-[c:11]1[o:12][c:13]([CH3:16])[n:14][n:15]1)[cH:9][cH:10]2.[C-:28]#[N:29].[C-:31]#[N:32].[CH3:17][N:18]([CH3:19])[CH:20]=[O:21].[CH3:22][CH2:23][O:24][C:25](=[O:26])[CH3:27].[Zn+2:30].[cH:33]1[cH:34][cH:35][c:36]([P:37]([Pd:38]([P:39]([c:40]2[cH:41][cH:42][cH:43][cH:44][cH:45]2)([c:46]2[cH:47][cH:48][cH:49][cH:50][cH:51]2)[c:52]2[cH:53][cH:54][cH:55][cH:56][cH:57]2)([P:58]([c:59]2[cH:60][cH:61][cH:62][cH:63][cH:64]2)([c:65]2[cH:66][cH:67][cH:68][cH:69][cH:70]2)[c:71]2[cH:72][cH:73][cH:74][cH:75][cH:76]2)[P:77]([c:78]2[cH:79][cH:80][cH:81][cH:82][cH:83]2)([c:84]2[cH:85][cH:86][cH:87][cH:88][cH:89]2)[c:90]2[cH:91][cH:92][cH:93][cH:94][cH:95]2)([c:96]2[cH:97][cH:98][cH:99][cH:100][cH:101]2)[c:102]2[cH:103][cH:104][cH:105][cH:106][cH:107]2)[cH:108][cH:109]1>>[c:2]1([C:17]#[N:18])[cH:3][o:4][c:5]2[c:6]1[cH:7][c:8](-[c:11]1[o:12][c:13]([CH3:16])[n:14][n:15]1)[cH:9][cH:10]2.